Dataset: the Open Reaction Database (ORD), a public repository of structured organic reaction records. Task: describe an organic reaction: reactants, conditions, products, and yield The reactants are c1ccc2c(c1)CC1NCCCC21, O=C(O)c1ccc2[nH]cnc2c1. The product is O=C(c1ccc2[nH]cnc2c1)N1CCCC2c3ccccc3CC21. Reaction SMILES: [NH:13]1[CH:14]2[CH:15]([CH2:16][CH2:17][CH2:18]1)[c:19]1[cH:20][cH:21][cH:22][cH:23][c:24]1[CH2:25]2.[nH:1]1[cH:2][n:3][c:4]2[c:5]1[cH:6][cH:7][c:8]([C:10](=[O:11])[OH:12])[cH:9]2>>[nH:1]1[cH:2][n:3][c:4]2[c:5]1[cH:6][cH:7][c:8]([C:10](=[O:12])[N:13]1[CH:14]3[CH:15]([CH2:16][CH2:17][CH2:18]1)[c:19]1[cH:20][cH:21][cH:22][cH:23][c:24]1[CH2:25]3)[cH:9]2. Starting materials: O=c1[nH]c2ccc(Br)cc2c(=O)o1, ClCCl, [H-], CI, [Na+], CN(C)C=O, O. Yields the product Cn1c(=O)oc(=O)c2cc(Br)ccc21. RXN SMILES: [Br:1][c:2]1[cH:3][cH:4][c:5]2[c:6]([c:7](=[O:8])[o:9][c:10](=[O:12])[nH:11]2)[cH:13]1.[Cl:24][CH2:25][Cl:26].[H-:14].[I:16][CH3:17].[Na+:15].[O:19]=[CH:20][N:21]([CH3:22])[CH3:23].[OH2:18]>>[Br:1][c:2]1[cH:3][cH:4][c:5]2[c:6]([c:7](=[O:8])[o:9][c:10](=[O:12])[n:11]2[CH3:17])[cH:13]1. Reactants: c1ccc(C[N-]Cc2ccccc2)cc1, C1CCOC1, Cl, [Li+], O, O=C(O)c1ccccc1F. Product: O=C(O)c1ccccc1N(Cc1ccccc1)Cc1ccccc1. Reaction SMILES: [CH2:11]([c:12]1[cH:13][cH:14][cH:15][cH:16][cH:17]1)[N-:18][CH2:19][c:20]1[cH:21][cH:22][cH:23][cH:24][cH:25]1.[CH2:29]1[O:30][CH2:31][CH2:32][CH2:33]1.[ClH:28].[Li+:26].[OH2:27].[OH:1][C:2](=[O:3])[c:4]1[cH:5][cH:6][cH:7][cH:8][c:9]1[F:10]>>[OH:1][C:2](=[O:3])[c:4]1[cH:5][cH:6][cH:7][cH:8][c:9]1[N:18]([CH2:11][c:12]1[cH:13][cH:14][cH:15][cH:16][cH:17]1)[CH2:19][c:20]1[cH:21][cH:22][cH:23][cH:24][cH:25]1. The reactants are CN(CC(O)C1=CC=C(C=C1)[N+](=O)[O-])C (2-(dimethylamino)-1-(4-nitrophenyl)ethanol). The reagents and catalysts are [Ni] (Raney nickel). Run in C(C)O (ethanol). Run at time 4 hour. The product is NC1=CC=C(C=C1)C(CN(C)C)O (1-(4-Aminophenyl)-2-(dimethylamino)ethanol). The yield is 151.3%. RXN SMILES: [CH3:1][N:2]([CH3:15])[CH2:3][CH:4]([C:6]1[CH:11]=[CH:10][C:9]([N+:12]([O-])=O)=[CH:8][CH:7]=1)[OH:5]>C(O)C.[Ni]>[NH2:12][C:9]1[CH:8]=[CH:7][C:6]([CH:4]([OH:5])[CH2:3][N:2]([CH3:1])[CH3:15])=[CH:11][CH:10]=1. Procedure details: A pressure flask was charged with a suspension 2-(dimethylamino)-1-(4-nitrophenyl)ethanol (160 mg, 0.770 mmol) in ethanol (10 mL) and Raney nickel (0.5 mL). The flask was placed on a Parr shaker, purged with H2 (30 psi), and stirred for 4 h. The crude product was filtered through celite, and concentrated to obtain the crude product (210 mg) as an off-white solid: 1H NMR (300 MHz, CDCl3) δ 7.11-7.09 (m, 2H), 6.71-6.69 (m, 2H), 4.61-4.70 (m, 1H), 2.61-2.58 (m, 1H), 2.40-2.32 (m, 1H), 2.31 (s, 3H). Starting materials: O=CC(c1ccccc1)c1cccc(Cl)c1, C[N+](=O)[O-]. Product: O=[N+]([O-])CC(O)C(c1ccccc1)c1cccc(Cl)c1. RXN SMILES: [Cl:1][c:2]1[cH:3][c:4]([CH:8]([CH:9]=[O:10])[c:11]2[cH:12][cH:13][cH:14][cH:15][cH:16]2)[cH:5][cH:6][cH:7]1.[N+:17](=[O:18])([O-:19])[CH3:20]>>[Cl:1][c:2]1[cH:3][c:4]([CH:8]([CH:9]([OH:10])[CH2:20][N+:17](=[O:18])[O-:19])[c:11]2[cH:12][cH:13][cH:14][cH:15][cH:16]2)[cH:5][cH:6][cH:7]1.